This data is from the Open Reaction Database (ORD), a public repository of structured organic reaction records. The task is: describe an organic reaction: reactants, conditions, products, and yield The reactants are C(C1=CC=CC=C1)=O (Benzaldehyde), NC1CNCC1 (3-aminopyrrolidine). Solvent: C1(=CC=CC=C1)C (toluene). Yields the product C1(=CC=CC=C1)C=NC1CNCC1 (N-(phenylmethylene)pyrrolidine-3-amine). Yield: 60.3%. Reaction SMILES: [CH:1](=O)[C:2]1[CH:7]=[CH:6][CH:5]=[CH:4][CH:3]=1.[NH2:9][CH:10]1[CH2:14][CH2:13][NH:12][CH2:11]1>C1(C)C=CC=CC=1>[C:2]1([CH:1]=[N:9][CH:10]2[CH2:14][CH2:13][NH:12][CH2:11]2)[CH:7]=[CH:6][CH:5]=[CH:4][CH:3]=1. Procedure details: Benzaldehyde (21.2 g; 0.20 mol) was added, dropwise, to a solution of 3-aminopyrrolidine (17.2 g; 0.20 mol) in toluene (80 ml). The solution thus obtained was stirred at room temperature. After 3 h the solvent was removed by evaporation at reduced pressure and the residue was taken up twice with toluene. 21 g N-(phenylmethylene)pyrrolidine-3-amine was thus obtained, and was used in subsequent reactions without further purification. Reaction conditions: time 15 hour. Product: Cl.C(C)OC(=O)C=1N=C2N(CCNC2)C1 (5,6,7,8-Tetrahydroimidazo[1,2-a]pyrazine-2-carboxylic acid ethyl ester, Hydrochloride), crystals. Reactants: Cl.CCO (HCl EtOH), C(C)OC(=O)C=1N=C2N(C=CN=C2)C1 (imidazo[1,2-a]pyrazine-2-carboxylic acid ethyl ester). Reaction SMILES: [ClH:1].CCO.[CH2:5]([O:7][C:8]([C:10]1[N:11]=[C:12]2[CH:17]=[N:16][CH:15]=[CH:14][N:13]2[CH:18]=1)=[O:9])[CH3:6]>[Pd].CCO>[ClH:1].[CH2:5]([O:7][C:8]([C:10]1[N:11]=[C:12]2[CH2:17][NH:16][CH2:15][CH2:14][N:13]2[CH:18]=1)=[O:9])[CH3:6] |f:0.1,5.6|. Run in CCO (EtOH). Reagents/catalysts: [Pd] (Pd—C). Reported procedure: 0.46 M HCl-EtOH (169 mL) and 10% Pd—C (50% wet) (1.37 g) were added to the EtOH (546 mL) solution of imidazo[1,2-a]pyrazine-2-carboxylic acid ethyl ester (13.7 g). The mixture was hydrogenated under H2 at 40 psi at room temperature for 15 h. The reaction mixture was filtered and Pd—C was washed with EtOH. The filtrate was concentrated under reduced pressure. The residue was applied to silica gel column chromatography, then the column was eluted with CHCl3-MeOH (9/1˜2/1). The titled compound was ... Isolated yield 63.0%. Starting materials: [N+](=O)([O-])C1=CC=C(C=C1)C(CC(=O)O)CC(=O)O (3-(4-nitro-phenyl)-pentanedioic acid), NC(=O)N (urea). The solvent is CCOC(=O)C (EtOAc). Run at temperature 150 celsius. Yields the product [N+](=O)([O-])C1=CC=C(C=C1)C1CC(NC(C1)=O)=O (4-(4-Nitro-phenyl)-piperidine-2,6-dione). Isolated yield 22.5%. Reaction SMILES: [N+:1]([C:4]1[CH:9]=[CH:8][C:7]([CH:10]([CH2:15][C:16]([OH:18])=O)[CH2:11][C:12](O)=[O:13])=[CH:6][CH:5]=1)([O-:3])=[O:2].[NH2:19]C(N)=O>CCOC(C)=O>[N+:1]([C:4]1[CH:9]=[CH:8][C:7]([CH:10]2[CH2:15][C:16](=[O:18])[NH:19][C:12](=[O:13])[CH2:11]2)=[CH:6][CH:5]=1)([O-:3])=[O:2]. Procedure details: A mixture of 250 mg (0.987 mmol) of 3-(4-nitro-phenyl)-pentanedioic acid (as prepared in the previous step) and 119 mg (1.98 mmol) of urea was heated to 150° C. for 40 min (until all solid melted and gas evolution stopped). The mixture was cooled to RT, taken up in EtOAc (70 mL), washed with saturated aqueous NaHCO3 (2×40 mL), dried (MgSO4), and concentrated in vacuo to afford 52.0 mg (22%) of the title compound as a brown solid: 1H-NMR (CDCl3; 400 MHz): δ 8.28 (d, 2H, J=8.8 Hz), 7.44 (d, 2H, J=... The reactants are COC(=O)C1=CC2=CC=C(C(=C2C=C1)C=O)OC (6-methoxy-5-formyl-2-naphthoic acid methyl ester), FC(OC1=CC=C(CN)C=C1)(F)F (4-trifluoromethoxy-benzyl amine), C(#N)[BH3-].[Na+] (sodium cyanoborohydride), CC(=O)O (HOAc). Solvent: CCO (EtOH). Run at time 4 hour. The product is COC(=O)C1=CC2=CC=C(C(=C2C=C1)CNCC1=CC=C(C=C1)OC(F)(F)F)OC (6-Methoxy-5-({[4-(trifluoromethoxy)benzyl]amino}methyl)-2-naphthoic acid methyl ester). Yield: 41.7%. As a reaction SMILES: [CH3:1][O:2][C:3]([C:5]1[CH:14]=[CH:13][C:12]2[C:7](=[CH:8][CH:9]=[C:10]([O:17][CH3:18])[C:11]=2[CH:15]=O)[CH:6]=1)=[O:4].[F:19][C:20]([F:31])([F:30])[O:21][C:22]1[CH:29]=[CH:28][C:25]([CH2:26][NH2:27])=[CH:24][CH:23]=1.CC(O)=O.C([BH3-])#N.[Na+]>CCO>[CH3:1][O:2][C:3]([C:5]1[CH:14]=[CH:13][C:12]2[C:7](=[CH:8][CH:9]=[C:10]([O:17][CH3:18])[C:11]=2[CH2:15][NH:27][CH2:26][C:25]2[CH:28]=[CH:29][C:22]([O:21][C:20]([F:19])([F:30])[F:31])=[CH:23][CH:24]=2)[CH:6]=1)=[O:4] |f:3.4|. Reported procedure: To a stirred solution of 6-methoxy-5-formyl-2-naphthoic acid methyl ester (1.09 g, 4.46 mmol) in EtOH (40 mL) at room temperature was added 4-trifluoromethoxy-benzyl amine (0.749 mL, 4.91 mmol) followed by HOAc (0.255 mL, 4.46 mmol). After 10 min. at this temperature, sodium cyanoborohydride (0.420 g, 6.69 mmol) was added, and reaction was continued stirring at rt for 4 h. After 1 h at this temperature, the reaction was heated to 45° C. for 2 h. The solution was quenched with sat. aq. NaHCO3 (20... Product: C(C1=CC=CC=C1)(=O)OCC1=CC=CC=C1 (benzyl benzoate). RXN SMILES: N(C(OC)=O)=NC([O-])=O.[C:10]([OH:18])(=[O:17])[C:11]1[CH:16]=[CH:15][CH:14]=[CH:13][CH:12]=1.C1C=CC(P(C2C=CC=CC=2)C2C=CC=CC=2)=CC=1.[CH2:38](O)[C:39]1[CH:44]=[CH:43][CH:42]=[CH:41][CH:40]=1>C1COCC1>[C:10]([O:18][CH2:38][C:39]1[CH:44]=[CH:43][CH:42]=[CH:41][CH:40]=1)(=[O:17])[C:11]1[CH:16]=[CH:15][CH:14]=[CH:13][CH:12]=1. Isolated yield 65.5%. Reported procedure: Methyl azodicarboxylate resin (6.55 g of 0.61 meq/g ~4.0 meq) was suspended in dry THF (100 ml) and allowed to swell for ~15 minutes. Benzoic acid (0.366 g, 3.0 mmol) was dissolved in THF (10 ml) and added to the resin. To the stirred mixture at 25° C. was added dropwise a solution of Ph3P (0.786 g, 3.0 mmol) and benzyl alcohol (0.361 ml, 3.5 mmol) in THF (5 ml). This mixture was left to stir at 25° C. for 16 hours. Resin was then filtered and washed with CH2Cl2 (4×150 mL) and Et2O. The filtrate... Run in C1CCOC1 (THF), C1CCOC1 (THF), C1CCOC1 (THF). Starting materials: C(C1=CC=CC=C1)(=O)O (Benzoic acid), C1=CC=C(C=C1)P(C2=CC=CC=C2)C3=CC=CC=C3 (Ph3P), C(C1=CC=CC=C1)O (benzyl alcohol), N(=NC(=O)[O-])C(=O)OC (Methyl azodicarboxylate). Run at temperature 25 celsius, time 16 hour. The product is C(O)C(CC)(CO)CO (trimethylol propane), CC=1C(=CC(=CC1)N=C=O)N=C=O (tolylene diisocyanate). Starting materials: isopropylbenzene-2,4-diisocyanate, C1=CC(=CC=C1CC2=CC=C(C=C2)N=C=O)N=C=O (diphenylmethane-4,4'-diisocyanate), C(CCCCCN=C=O)N=C=O (hexamethylene diisocyanate), polyisocyanates, polyisocyanates, triphenylmethane-4,4',4"-triisocyanate, C=1(C(=CC=CC1)CN=C=O)CN=C=O (xylylene diisocyanate), xylylene-2,2'-diisocyanate, CC=1C(=CC(=CC1)N=C=O)N=C=O (tolylene diisocyanate), naphthalene-1,5-diisocyanate, ClC1=C(C(=CC=C1)N=C=O)N=C=O (chlorophenylene diisocyanate), C=1(C(=CC=CC1)N=C=O)N=C=O.C1CCCCC1 (cyclohexane phenylene diisocyanate), polyisocyanate, NC(=O)OCC (urethane), 1-methyl-2,4-diisocyanate. Procedure: As the polyisocyanate constituting the urethane resin, there can be mentioned, for example, hexamethylene diisocyanate, xylylene diisocyanate, 1-methyl-2,4-diisocyanate, cyclohexane phenylene diisocyanate, tolylene diisocyanate, chlorophenylene diisocyanate, diphenylmethane-4,4'-diisocyanate, naphthalene-1,5-diisocyanate, triphenylmethane-4,4',4"-triisocyanate, xylylene-2,2'-diisocyanate, isopropylbenzene-2,4-diisocyanate, an adduct of 1 mole of trimethylol propane and 3 moles of tolylene diisoc... Reaction SMILES: [NH2:1][C:2]([O:4][CH2:5][CH3:6])=O.C(N=C=O)CCCCCN=[C:14]=[O:15].C1(CN=C=O)C(CN=[C:27]=[O:28])=CC=CC=1.[C:33]1(N=C=O)C(N=C=O)=CC=C[CH:38]=1.C1CCCCC1.[CH3:51][C:52]1[C:53](N=C=O)=[CH:54][C:55]([N:58]=[C:59]=[O:60])=[CH:56][CH:57]=1.ClC1C=CC=C(N=C=O)C=1N=C=O.C1C(CC2C=CC(N=C=O)=CC=2)=CC=C(N=C=O)C=1>>[CH2:14]([C:6]([CH2:5][OH:4])([CH2:27][OH:28])[CH2:33][CH3:38])[OH:15].[CH3:51][C:52]1[C:53]([N:1]=[C:2]=[O:4])=[CH:54][C:55]([N:58]=[C:59]=[O:60])=[CH:56][CH:57]=1 |f:3.4|. Reported procedure: To a stirred solution of p-xylene (10.4 g, 97.9 mmol) in concentrated sulfuric acid (20 mL), cooled in an ice bath, was added 90% nitric acid (12.4 mL, 264 mmol) dropwise over 50 min. The resulting mixture was heated to 80° C. for 2 h, then poured onto ice and extracted with CH2Cl2 (2×400 mL). The combined organic extracts were washed with saturated aqueous NaHCO3, then brine, then dried over Na2SO4, filtered, and concentrated in vacuo. The crude product was partially purified by silica gel chro... Product: CC1=C(N)C=C(C=C1[N+](=O)[O-])C (2,5-Dimethyl-3-nitroaniline). Solvent: CC(=O)O (AcOH). The reactants are CC1=C(C=C(C=C1[N+](=O)[O-])C)[N+](=O)[O-] (2,5-Dimethyl-1,3-dinitrobenzene). As a reaction SMILES: [CH3:1][C:2]1[C:7]([N+:8]([O-:10])=[O:9])=[CH:6][C:5]([CH3:11])=[CH:4][C:3]=1[N+:12]([O-])=O>CC(O)=O.[Fe]>[CH3:1][C:2]1[C:7]([N+:8]([O-:10])=[O:9])=[CH:6][C:5]([CH3:11])=[CH:4][C:3]=1[NH2:12]. Conditions: temperature 110 celsius. The reagents and catalysts are [Fe] (iron).